Dataset: the Open Reaction Database (ORD), a public repository of structured organic reaction records. Task: describe an organic reaction: reactants, conditions, products, and yield The reactants are O=C([O-])[O-], CSC(=N)N, CO, [K+], [K+], NCC(CNS(=O)(=O)c1cccc2cnccc12)c1ccccc1, O, O=S(=O)(O)O. Product: N=C(N)NCC(CNS(=O)(=O)c1cccc2cnccc12)c1ccccc1. Reaction SMILES: [C:35](=[O:36])([O-:37])[O-:38].[CH3:30][S:31][C:32]([NH2:33])=[NH:34].[CH3:42][OH:43].[K+:39].[K+:40].[NH2:1][CH2:2][CH:3]([CH2:4][NH:5][S:6](=[O:7])(=[O:8])[c:9]1[c:10]2[cH:11][cH:12][n:13][cH:14][c:15]2[cH:16][cH:17][cH:18]1)[c:19]1[cH:20][cH:21][cH:22][cH:23][cH:24]1.[OH2:41].[S:25]([OH:26])([OH:27])(=[O:28])=[O:29]>>[NH:1]([CH2:2][CH:3]([CH2:4][NH:5][S:6](=[O:7])(=[O:8])[c:9]1[c:10]2[cH:11][cH:12][n:13][cH:14][c:15]2[cH:16][cH:17][cH:18]1)[c:19]1[cH:20][cH:21][cH:22][cH:23][cH:24]1)[C:32](=[NH:33])[NH2:34]. RXN SMILES: [CH2:1]([O:3][C:4](=[O:2])[CH2:5][O:6][CH2:7][c:8]1[s:9][c:10]([CH2:13][N:14]([CH3:15])[CH3:16])[cH:11][cH:12]1)[CH3:17].[CH3:19][CH2:20][OH:21].[NH3:18]>>[O:3]=[C:4]([CH2:5][O:6][CH2:7][c:8]1[s:9][c:10]([CH2:13][N:14]([CH3:15])[CH3:16])[cH:11][cH:12]1)[NH2:18]. Starting materials: CCOC(=O)COCc1ccc(CN(C)C)s1, CCO, N. Yields the product CN(C)Cc1ccc(COCC(N)=O)s1.